Task: describe an organic reaction: reactants, conditions, products, and yield. Dataset: the Open Reaction Database (ORD), a public repository of structured organic reaction records Reactants: NC(C(=O)NC=1SC=CC1C(C1=CC=CC=C1)=O)(C)C (2-(2-Amino-2-methylpropanoylamino)-3-benzoyl-thiophene), C(C)(=O)O (acetic acid). The solvent is C(C)O (ethanol). Product: CC1(N=C(C2=C(NC1=O)SC=C2)C2=CC=CC=C2)C (1,3-Dihydro-3,3-dimethyl-5-phenyl-2H-thieno[2,3-e]-1,4-diazepine-2-one). Isolated yield 48.0%. Reaction SMILES: [NH2:1][C:2]([CH3:20])([CH3:19])[C:3]([NH:5][C:6]1[S:7][CH:8]=[CH:9][C:10]=1[C:11](=O)[C:12]1[CH:17]=[CH:16][CH:15]=[CH:14][CH:13]=1)=[O:4].C(O)(=O)C>C(O)C>[CH3:19][C:2]1([CH3:20])[C:3](=[O:4])[NH:5][C:6]2[S:7][CH:8]=[CH:9][C:10]=2[C:11]([C:12]2[CH:17]=[CH:16][CH:15]=[CH:14][CH:13]=2)=[N:1]1. Reported procedure: 55 mg of the compound of Example 2 was boiled in ethanol containing acetic acid at reflux. The cyclised title compound was obtained in 48% yield. Starting materials: CO, CS(=O)(=O)c1ccc(C(CC2CCC(=O)CC2)C(=O)Nc2ccc(Cl)cn2)cc1Cl, Cl, NO, Cc1cccc(C)n1. Yields the product CS(=O)(=O)c1ccc(C(CC2CCC(=NO)CC2)C(=O)Nc2ccc(Cl)cn2)cc1Cl. RXN SMILES: [CH3:34][OH:35].[Cl:4][c:5]1[cH:6][c:7]([CH:15]([C:16](=[O:17])[NH:18][c:19]2[n:20][cH:21][c:22]([Cl:25])[cH:23][cH:24]2)[CH2:26][CH:27]2[CH2:28][CH2:29][C:30](=[O:33])[CH2:31][CH2:32]2)[cH:8][cH:9][c:10]1[S:11](=[O:12])(=[O:13])[CH3:14].[ClH:1].[NH2:2][OH:3].[n:36]1[c:37]([CH3:38])[cH:39][cH:40][cH:41][c:42]1[CH3:43]>>[N:2]([OH:3])=[C:30]1[CH2:29][CH2:28][CH:27]([CH2:26][CH:15]([c:7]2[cH:6][c:5]([Cl:4])[c:10]([S:11](=[O:12])(=[O:13])[CH3:14])[cH:9][cH:8]2)[C:16](=[O:17])[NH:18][c:19]2[n:20][cH:21][c:22]([Cl:25])[cH:23][cH:24]2)[CH2:32][CH2:31]1. Starting materials: O=C(n1ccnc1)n1ccnc1, CC(C)(C)OC(=O)NN, C1CCOC1, Cc1ccc(C(=O)O)cc1-c1ccn2c(-c3ccccc3Cl)nnc2c1. Yields the product Cc1ccc(C(=O)NNC(=O)OC(C)(C)C)cc1-c1ccn2c(-c3ccccc3Cl)nnc2c1. As a reaction SMILES: [C:27]([n:28]1[cH:29][cH:30][n:31][cH:32]1)([n:33]1[cH:34][cH:35][n:36][cH:37]1)=[O:38].[C:39]([NH:40][NH2:41])(=[O:42])[O:43][C:44]([CH3:45])([CH3:46])[CH3:47].[CH2:48]1[O:49][CH2:50][CH2:51][CH2:52]1.[Cl:1][c:2]1[c:3](-[c:8]2[n:9][n:10][c:11]3[n:12]2[cH:13][cH:14][c:15](-[c:17]2[cH:18][c:19]([C:20](=[O:21])[OH:22])[cH:23][cH:24][c:25]2[CH3:26])[cH:16]3)[cH:4][cH:5][cH:6][cH:7]1>>[Cl:1][c:2]1[c:3](-[c:8]2[n:9][n:10][c:11]3[n:12]2[cH:13][cH:14][c:15](-[c:17]2[cH:18][c:19]([C:20](=[O:21])[NH:41][NH:40][C:39](=[O:42])[O:43][C:44]([CH3:45])([CH3:46])[CH3:47])[cH:23][cH:24][c:25]2[CH3:26])[cH:16]3)[cH:4][cH:5][cH:6][cH:7]1. The reactants are N1N=CC2=C(C=CC=C12)C=1N=C(C2=C(N1)C=C(S2)C=O)N2CCOCC2 (2-(1H-Indazol-4-yl)-4-morpholin-4-yl-thieno[3,2-d]pyrimidine-6-carbaldehyde), CN1CCNCC1 (1-methylpiperazine), C(=O)(O)[O-].[Na+] (NaHCO3), C(C)(=O)O[BH-](OC(C)=O)OC(C)=O.[Na+] (sodium triacetoxyborohydride). The solvent is ClCCCl (1,2-dichloroethane), C(C)(=O)O (acetic acid), ClCCl (dichloromethane). Reaction conditions: time 8 hour. The product is N1N=CC2=C(C=CC=C12)C=1N=C(C2=C(N1)C=C(S2)CN2CCN(CC2)C)N2CCOCC2 (2-(1H-Indazol-4-yl)-6-(4-methyl-piperazin-1-ylmethyl)-4-morpholin-4-yl-thieno[3,2-d]pyrimidine). Isolated yield 28.2%. RXN SMILES: [NH:1]1[C:9]2[C:4](=[C:5]([C:10]3[N:11]=[C:12]([N:21]4[CH2:26][CH2:25][O:24][CH2:23][CH2:22]4)[C:13]4[S:18][C:17]([CH:19]=O)=[CH:16][C:14]=4[N:15]=3)[CH:6]=[CH:7][CH:8]=2)[CH:3]=[N:2]1.[CH3:27][N:28]1[CH2:33][CH2:32][NH:31][CH2:30][CH2:29]1.C(O[BH-](OC(=O)C)OC(=O)C)(=O)C.[Na+].C([O-])(O)=O.[Na+]>ClCCCl.ClCCl.C(O)(=O)C>[NH:1]1[C:9]2[C:4](=[C:5]([C:10]3[N:11]=[C:12]([N:21]4[CH2:22][CH2:23][O:24][CH2:25][CH2:26]4)[C:13]4[S:18][C:17]([CH2:19][N:31]5[CH2:32][CH2:33][N:28]([CH3:27])[CH2:29][CH2:30]5)=[CH:16][C:14]=4[N:15]=3)[CH:6]=[CH:7][CH:8]=2)[CH:3]=[N:2]1 |f:2.3,4.5|. Reported procedure: To a mixture of 2-(1H-Indazol-4-yl)-4-morpholin-4-yl-thieno[3,2-d]pyrimidine-6-carbaldehyde (91 mg, 0.26 mmol), 1-methylpiperazine (34 mg, 0.36 mmol) and acetic acid (15 uL) in 1,2-dichloroethane (2 mL) was added sodium triacetoxyborohydride (60 mg, 0.28 mmol). The reaction mixture was stirred at room temperature overnight and then basified (NaHCO3, saturated), diluted with dichloromethane, washed with brine. Organic layer was separated, dried (MgSO4), filtered and evaporated in vacuo. The resid...